Dataset: the Open Reaction Database (ORD), a public repository of structured organic reaction records. Task: describe an organic reaction: reactants, conditions, products, and yield The yield is 57.5%. Reaction SMILES: C(OC([N:8]([CH2:34][C:35]1[CH:44]=[CH:43][C:38]2[O:39][CH2:40][CH2:41][O:42][C:37]=2[CH:36]=1)[CH:9]1[CH2:14][CH2:13][N:12]([CH2:15][CH2:16][N:17]2[C:26]3[C:21](=[CH:22][CH:23]=[C:24]([O:27][CH3:28])[CH:25]=3)[C:20]([C:29]([O:31][CH3:32])=[O:30])=[CH:19][C:18]2=[O:33])[CH2:11][CH2:10]1)=O)(C)(C)C.FC(F)(F)C(O)=O>C(Cl)(Cl)Cl>[O:39]1[C:38]2[CH:43]=[CH:44][C:35]([CH2:34][NH:8][CH:9]3[CH2:10][CH2:11][N:12]([CH2:15][CH2:16][N:17]4[C:26]5[C:21](=[CH:22][CH:23]=[C:24]([O:27][CH3:28])[CH:25]=5)[C:20]([C:29]([O:31][CH3:32])=[O:30])=[CH:19][C:18]4=[O:33])[CH2:13][CH2:14]3)=[CH:36][C:37]=2[O:42][CH2:41][CH2:40]1. Reported procedure: To 2 mL of a chloroform solution containing 0.25 g of methyl 1-(2-(4-((tert-butoxycarbonyl)(2,3-dihydro-1,4-benzodioxin-6-ylmethyl)amino)piperidin-1-yl)ethyl)-7-methoxy-2-oxo-1,2-dihydroquinoline-4-carboxylate, 2 mL of trifluoroacetic acid was added and stirred for 16 hours. The solvent was removed under reduced pressure, and aqueous saturated sodium hydrogen carbonate solution and chloroform were added. The organic layer was separated, and the aqueous layer was extracted with chloroform. The or... Starting materials: C(C)(C)(C)OC(=O)N(C1CCN(CC1)CCN1C(C=C(C2=CC=C(C=C12)OC)C(=O)OC)=O)CC1=CC2=C(OCCO2)C=C1 (methyl 1-(2-(4-((tert-butoxycarbonyl)(2,3-dihydro-1,4-benzodioxin-6-ylmethyl)amino)piperidin-1-yl)ethyl)-7-methoxy-2-oxo-1,2-dihydroquinoline-4-carboxylate), FC(C(=O)O)(F)F (trifluoroacetic acid). Run at time 16 hour. Solvent: C(Cl)(Cl)Cl (chloroform). Yields the product O1CCOC2=C1C=CC(=C2)CNC2CCN(CC2)CCN2C(C=C(C1=CC=C(C=C21)OC)C(=O)OC)=O (methyl 1-(2-(4-((2,3-dihydro-1,4-benzodioxin-6-ylmethyl)amino)piperidin-1-yl)ethyl)-7-methoxy-2-oxo-1,2-dihydroquinoline-4-carboxylate). Reactants: C[O-].[Na+] (Sodium methoxide), CC(CC=O)CCCC(CC)C (3,7-dimethyl-1-nonanal), CN(C=O)C (dimethylformamide), trans diethyl 3-ethoxycarbonyl-2-methylprop-2-enyl phosphonate, II. Run in O (water). Conditions: time 1 hour. Yields the product CC(=CC(=O)OC)\C=C/CC(CCCC(CC)C)C (cis methyl 3,7,11-trimethyltrideca-2,4-dienoate). As a reaction SMILES: [CH3:1][O-:2].[Na+].[CH3:4][CH:5]([CH2:9][CH2:10][CH2:11][CH:12]([CH3:15])[CH2:13][CH3:14])[CH2:6][CH:7]=O.CN(C)[CH:18]=[O:19]>O>[CH3:6][C:5](/[CH:9]=[CH:7]\[CH2:6][CH:5]([CH3:4])[CH2:9][CH2:10][CH2:11][CH:12]([CH3:15])[CH2:13][CH3:14])=[CH:4][C:1]([O:19][CH3:18])=[O:2] |f:0.1|. Reported procedure: Sodium methoxide (from 200 mg. sodium and 12 ml. methanol) is added dropwise to a stirred solution of 1.8 g. of trans diethyl 3-ethoxycarbonyl-2-methylprop-2-enyl phosphonate (II; R = ethyl, R1 = methyl and R6 = ethoxy) and 1 g. of 3,7-dimethyl-1-nonanal in 50 ml. of dimethylformamide under nitrogen. The reaction mixture is left for one hour at room temperature and then water is added followed by extraction with ether. The ethereal extracts are washed with brine, dried and evaporated to yield tr... Starting materials: P(=O)(OC[C@H](C1=CC(=CC(=C1)I)F)NC(C1=C(C=C(C=C1)C1=NC(=CN=C1N)[C@H]1C[C@H]([C@@H](CC1)O)F)F)=O)(OC(C)(C)C)OC(C)(C)C ((S)-2-(4-(3-amino-6-((1R,3R,4R)-3-fluoro-4-hydroxycyclohexyl)pyrazin-2-yl)-2-fluorobenzamido)-2-(3-fluoro-5-iodophenyl)ethyl di-tert-butyl phosphate), Cl (HCl), O1CCOCC1 (dioxane). Run in CO (methanol). Reaction conditions: time 1 hour. Product: P(=O)(OC[C@H](C1=CC(=CC(=C1)I)F)NC(C1=C(C=C(C=C1)C1=NC(=CN=C1N)[C@H]1C[C@H]([C@@H](CC1)O)F)F)=O)(O)O ((S)-2-(4-(3-amino-6-((1R,3R,4R)-3-fluoro-4-hydroxycyclohexyl)pyrazin-2-yl)-2-fluorobenzamido)-2-(3-fluoro-5-iodophenyl)ethyl dihydrogen phosphate). Isolated yield 76.3%. Reaction SMILES: [P:1]([O:44]C(C)(C)C)([O:39]C(C)(C)C)([O:3][CH2:4][C@@H:5]([NH:14][C:15](=[O:38])[C:16]1[CH:21]=[CH:20][C:19]([C:22]2[C:27]([NH2:28])=[N:26][CH:25]=[C:24]([C@@H:29]3[CH2:34][CH2:33][C@@H:32]([OH:35])[C@H:31]([F:36])[CH2:30]3)[N:23]=2)=[CH:18][C:17]=1[F:37])[C:6]1[CH:11]=[C:10]([I:12])[CH:9]=[C:8]([F:13])[CH:7]=1)=[O:2].Cl.O1CCOCC1>CO>[P:1]([OH:39])([OH:44])([O:3][CH2:4][C@@H:5]([NH:14][C:15](=[O:38])[C:16]1[CH:21]=[CH:20][C:19]([C:22]2[C:27]([NH2:28])=[N:26][CH:25]=[C:24]([C@@H:29]3[CH2:34][CH2:33][C@@H:32]([OH:35])[C@H:31]([F:36])[CH2:30]3)[N:23]=2)=[CH:18][C:17]=1[F:37])[C:6]1[CH:11]=[C:10]([I:12])[CH:9]=[C:8]([F:13])[CH:7]=1)=[O:2]. Reported procedure: To a solution of (S)-2-(4-(3-amino-6-((1R,3R,4R)-3-fluoro-4-hydroxycyclohexyl)pyrazin-2-yl)-2-fluorobenzamido)-2-(3-fluoro-5-iodophenyl)ethyl di-tert-butyl phosphate (315 mg, 0.392 mmol) was added HCl 4M in dioxane (5 mL, 20.00 mmol) and methanol (Volume: 0.5 mL). The reaction mixture was stirred at room temperature for 1 hour followed by LCMS. The solvent was concentrated off. The crude material was basified and dissolved with 3M NaOH solution with minimal MeOH added. The material was purified ... The reactants are CC(C)C[Al+]CC(C)C, CCCCCC, COC(=O)c1ccc(Cl)c2nn(C)cc12, Cl, [H-], [Na+], C1CCOC1, [OH-], O. Product: Cn1cc2c(CO)ccc(Cl)c2n1. RXN SMILES: [CH2:17]([Al+:18][CH2:19][CH:20]([CH3:21])[CH3:22])[CH:23]([CH3:24])[CH3:25].[CH3:34][CH2:35][CH2:36][CH2:37][CH2:38][CH3:39].[Cl:1][c:2]1[cH:3][cH:4][c:5]([C:12](=[O:13])[O:14][CH3:15])[c:6]2[cH:7][n:8]([CH3:11])[n:9][c:10]12.[ClH:28].[H-:16].[Na+:27].[O:29]1[CH2:30][CH2:31][CH2:32][CH2:33]1.[OH-:26].[OH2:40]>>[Cl:1][c:2]1[cH:3][cH:4][c:5]([CH2:12][OH:13])[c:6]2[cH:7][n:8]([CH3:11])[n:9][c:10]12. Reactants: COC1=CC2=C(SC(=C2OC(C)C)C(=O)O)C=C1 (5-methoxy-3-(1-methylethoxy)benzo[b]thiophene-2-carboxylic acid), ester, NC=1C=C(C(=O)OCC)C=CC1 (ethyl 3-aminobenzoate). Yields the product COC1=CC2=C(SC(=C2OC(C)C)C(=O)NC=2C=C(C(=O)O)C=CC2)C=C1 (3-[[[5-Methoxy-3-(1-methylethoxy)benzo[b]thien-2-yl]carbonyl]amino]benzoic acid). Yield: 84.8%. As a reaction SMILES: [CH3:1][O:2][C:3]1[CH:18]=[CH:17][C:6]2[S:7][C:8]([C:14]([OH:16])=O)=[C:9]([O:10][CH:11]([CH3:13])[CH3:12])[C:5]=2[CH:4]=1.[NH2:19][C:20]1[CH:21]=[C:22]([CH:28]=[CH:29][CH:30]=1)[C:23]([O:25]CC)=[O:24]>>[CH3:1][O:2][C:3]1[CH:18]=[CH:17][C:6]2[S:7][C:8]([C:14]([NH:19][C:20]3[CH:21]=[C:22]([CH:28]=[CH:29][CH:30]=3)[C:23]([OH:25])=[O:24])=[O:16])=[C:9]([O:10][CH:11]([CH3:12])[CH3:13])[C:5]=2[CH:4]=1. Procedure: Following a procedure analogous to Example 12, 5-methoxy-3-(1-methylethoxy)benzo[b]thiophene-2-carboxylic acid (7.0 g, 26 mmol) and ethyl 3-aminobenzoate (4.3 g, 26 mmol) provides 8.5 g (78%) of the intermediate ester. Saponification of the crude ester followed by recrystallization from aqueous ethanol gives 4.2 g (53%) of product; mp 197°-200° C. (dec). The reactants are CN(C=C(C(=O)OCC)N1N=NC(=C1)C#N)C (Ethyl 3-(dimethylamino)-2-(4-cyano-1H-1,2,3-triazol-1-yl)acrylate), N(N)C1=CC(=NC=N1)N1CCOCCC1 (4-(6-Hydrazinylpyrimidin-4-yl)-1,4-oxazepane), FC(C(=O)O)(F)F (trifluoroacetic acid). Solvent: O (water). Conditions: temperature 100 celsius, time 16 hour. Product: O1CCN(CCC1)C1=CC(=NC=N1)N1NC=C(C1=O)N1N=NC(=C1)C#N (1-{2-[6-(1,4-Oxazepan-4-yl)pyrimidin-4-yl]-3-oxo-2,3-dihydro-1H-pyrazol-4-yl}-1H-1,2,3-triazole-4-carbonitrile). Reaction SMILES: CN(C)[CH:3]=[C:4]([N:10]1[CH:14]=[C:13]([C:15]#[N:16])[N:12]=[N:11]1)[C:5](OCC)=[O:6].[NH:18]([C:20]1[N:25]=[CH:24][N:23]=[C:22]([N:26]2[CH2:32][CH2:31][CH2:30][O:29][CH2:28][CH2:27]2)[CH:21]=1)[NH2:19].FC(F)(F)C(O)=O>O>[O:29]1[CH2:30][CH2:31][CH2:32][N:26]([C:22]2[N:23]=[CH:24][N:25]=[C:20]([N:18]3[C:5](=[O:6])[C:4]([N:10]4[CH:14]=[C:13]([C:15]#[N:16])[N:12]=[N:11]4)=[CH:3][NH:19]3)[CH:21]=2)[CH2:27][CH2:28]1. Procedure details: A mixture of 200 mg (0.9 mmol) of the compound from Example 7A, 178 mg (0.9 mmol) of the compound from Example 14A and 33 μl (49 mg, 0.4 mmol) of trifluoroacetic acid in 3 ml of water is stirred at 100° C. for 16 h. The precipitated solid is filtered off and washed first with water and then with diethyl ether. The product is dried under reduced pressure. Yield: 80 mg (27% of theory) The reactants are Cl.Cl.CN1CCN(CC1)CC1=C(C=CC=C1)C(/C=C/C1=CC=C(C=C1)/C=C/C(=O)O)=O ((E)-3-(4-{(E)-3-[2-(4-methyl-piperazin-1-ylmethyl)-phenyl]-3-oxo-propenyl}-phenyl)-acrylic acid bis-hydrochloride), C=1C=CC2=C(C1)N=NN2O (HOBT), C(CCl)Cl (EDC), TEA, NOC1OCCCC1 (NH2OTHP). Solvent: CN(C)C=O (DMF). Run at time 8 hour. The product is ONC(\C=C\C1=CC=C(C=C1)\C=C\C(=O)C1=C(C=CC=C1)CN1CCN(CC1)C)=O ((E)-N-Hydroxy-3-(4-{(E)-3-[2-(4-methyl-piperazin-1-ylmethyl)-phenyl]-3-oxo-propenyl}-phenyl)-acrylamide). Yield: 74.7%. As a reaction SMILES: Cl.Cl.C[N:4]1[CH2:9][CH2:8][N:7]([CH2:10][C:11]2[CH:16]=[CH:15][CH:14]=[CH:13][C:12]=2[C:17](=[O:31])/[CH:18]=[CH:19]/[C:20]2[CH:25]=[CH:24][C:23](/[CH:26]=[CH:27]/[C:28]([OH:30])=O)=[CH:22][CH:21]=2)C[CH2:5]1.C1C=CC2[N:40]([OH:41])N=NC=2C=1.[CH2:42](Cl)[CH2:43]Cl.NOC1CCCCO1>CN(C=O)C>[OH:41][NH:40][C:28](=[O:30])/[CH:27]=[CH:26]/[C:23]1[CH:24]=[CH:25][C:20](/[CH:19]=[CH:18]/[C:17]([C:12]2[CH:13]=[CH:14][CH:15]=[CH:16][C:11]=2[CH2:10][N:7]2[CH2:43][CH2:42][N:4]([CH3:5])[CH2:9][CH2:8]2)=[O:31])=[CH:21][CH:22]=1 |f:0.1.2|. Procedure: A mixture of (E)-3-(4-{(E)-3-[2-(4-methyl-piperazin-1-ylmethyl)-phenyl]-3-oxo-propenyl}-phenyl)-acrylic acid bis-hydrochloride (350 mg, 0.756 mmol), HOBT (204 mg, 1.51 mmol), EDC (288 mg, 1.51 mmol), TEA (0.210 ml, 1.51 mmol) and NH2OTHP (106 mg, 0.907 mmol) in DMF (8 ml) was stirred overnight at room temperature and then partitioned between water and AcOEt. The phases were separated and the aqueous layer was brought to basic conditions with NH4OH and extracted with DCM. The collected organic ex... Starting materials: CCOCC, CCN(C(C)C)C(C)C, CC(C)CC(C(=O)O)N(C)C1CCCCC1, Cl, NCCCC(c1ccc(F)cc1)c1ccc(F)cc1, CN(C)C=O. Product: CC(C)CC(C(=O)NCCCC(c1ccc(F)cc1)c1ccc(F)cc1)N(C)C1CCCCC1, Cl. As a reaction SMILES: [CH3:46][CH2:47][O:48][CH2:49][CH3:50].[CH:17]([N:18]([CH2:19][CH3:20])[CH:21]([CH3:22])[CH3:23])([CH3:24])[CH3:25].[CH:1]1([N:7]([CH:8]([C:9](=[O:10])[OH:11])[CH2:12][CH:13]([CH3:14])[CH3:15])[CH3:16])[CH2:2][CH2:3][CH2:4][CH2:5][CH2:6]1.[ClH:26].[F:27][c:28]1[cH:29][cH:30][c:31]([CH:34]([CH2:35][CH2:36][CH2:37][NH2:38])[c:39]2[cH:40][cH:41][c:42]([F:45])[cH:43][cH:44]2)[cH:32][cH:33]1.[O:51]=[CH:52][N:53]([CH3:54])[CH3:55]>>[CH:1]1([N:7]([CH:8]([C:9](=[O:11])[NH:38][CH2:37][CH2:36][CH2:35][CH:34]([c:31]2[cH:30][cH:29][c:28]([F:27])[cH:33][cH:32]2)[c:39]2[cH:40][cH:41][c:42]([F:45])[cH:43][cH:44]2)[CH2:12][CH:13]([CH3:14])[CH3:15])[CH3:16])[CH2:2][CH2:3][CH2:4][CH2:5][CH2:6]1.[ClH:26]. RXN SMILES: N[C:2]1[CH:7]=[CH:6][C:5]([S:8][C:9]2[CH:14]=[CH:13][CH:12]=[CH:11][CH:10]=2)=[CH:4][N:3]=1.[BrH:15].BrBr.N([O-])=O.[Na+].[OH-].[Na+]>O>[Br:15][C:2]1[CH:7]=[CH:6][C:5]([S:8][C:9]2[CH:14]=[CH:13][CH:12]=[CH:11][CH:10]=2)=[CH:4][N:3]=1 |f:3.4,5.6|. The reactants are NC1=NC=C(C=C1)SC1=CC=CC=C1 (2-Amino-5-(phenylthio)pyridine), N(=O)[O-].[Na+] (sodium nitrite), BrBr (bromine), 2-chloro, Br (hydrobromic acid), hydrobromide salt, [OH-].[Na+] (sodium hydroxide). Reaction conditions: time 1 hour. Product: BrC1=NC=C(C=C1)SC1=CC=CC=C1 (2-bromo-5-(phenylthio) pyridine). The solvent is O (water). Procedure: 2-Amino-5-(phenylthio)pyridine (16.9 g., 0.1 mole) is added to 40 ml. of 48% hydrobromic acid, cooled to 10° C in an ice bath. While maintaining a temperature of 0°, the resultant hydrobromide salt is treated with 37.5 g. of bromine dropwise. The temperature is reduced and maintained at -10° while 14.0 g. of sodium nitrite in 200 ml. of water is added dropwise. After 1 hour at 0° C, the pH of the reaction mixture is adjusted to pH7 with 30% aqueous sodium hydroxide. Following the same workup as ...